From a dataset of the Open Reaction Database (ORD), a public repository of structured organic reaction records. describe an organic reaction: reactants, conditions, products, and yield Reactants: CC(C)(C)OC(=O)N1CCN(c2ccccc2O)CC1, O=C(OCc1ccccc1)N1CCCC(O)C1, C1CCOC1, CC(C)OC(=O)N=NC(=O)OC(C)C, c1ccc(P(c2ccccc2)c2ccccc2)cc1. The product is CC(C)(C)OC(=O)N1CCN(c2ccccc2OC2CCCN(C(=O)OCc3ccccc3)C2)CC1. Reaction SMILES: [C:18]([CH3:19])([CH3:20])([CH3:21])[O:22][C:23](=[O:24])[N:25]1[CH2:26][CH2:27][N:28]([c:31]2[c:32]([OH:37])[cH:33][cH:34][cH:35][cH:36]2)[CH2:29][CH2:30]1.[CH2:1]([c:2]1[cH:3][cH:4][cH:5][cH:6][cH:7]1)[O:8][C:9](=[O:10])[N:11]1[CH2:12][CH:13]([OH:17])[CH2:14][CH2:15][CH2:16]1.[CH2:71]1[O:72][CH2:73][CH2:74][CH2:75]1.[O:57]=[C:58]([O:59][CH:60]([CH3:61])[CH3:62])[N:63]=[N:64][C:65]([O:66][CH:67]([CH3:68])[CH3:69])=[O:70].[c:38]1([P:39]([c:40]2[cH:41][cH:42][cH:43][cH:44][cH:45]2)[c:46]2[cH:47][cH:48][cH:49][cH:50][cH:51]2)[cH:52][cH:53][cH:54][cH:55][cH:56]1>>[CH2:1]([c:2]1[cH:3][cH:4][cH:5][cH:6][cH:7]1)[O:8][C:9](=[O:10])[N:11]1[CH2:12][CH:13]([O:17][c:32]2[c:31]([N:28]3[CH2:27][CH2:26][N:25]([C:23]([O:22][C:18]([CH3:19])([CH3:20])[CH3:21])=[O:24])[CH2:30][CH2:29]3)[cH:36][cH:35][cH:34][cH:33]2)[CH2:14][CH2:15][CH2:16]1. Starting materials: [H-].[Na+] (sodium hydride), O (water), CONC(OC)=O (methyl N-methoxycarbamate), ClCOCC#C (chloromethylpropargyl ether). The solvent is O1CCCC1 (tetrahydrofuran). Yields the product CON(C(OC)=O)COCC#C (methyl N-methoxy-N-propargyloxymethylcarbamate). Yield: 75.9%. RXN SMILES: [H-].[Na+].[CH3:3][O:4][NH:5][C:6](=[O:9])[O:7][CH3:8].Cl[CH2:11][O:12][CH2:13][C:14]#[CH:15].O>O1CCCC1>[CH3:3][O:4][N:5]([CH2:11][O:12][CH2:13][C:14]#[CH:15])[C:6](=[O:9])[O:7][CH3:8] |f:0.1|. Procedure details: 0.37 g of sodium hydride (60% in oil) was suspended in 10 ml of tetrahydrofuran, and 0.8 g of methyl N-methoxycarbamate and 0.96 g of chloromethylpropargyl ether were added thereto in this order while being cooled with ice. The mixture was heat-refluxed for 1 hour. After completion of the reaction, water was added to the reaction solution, and the mixture was extracted with ethyl acetate. The extract was dried, concentrated and purified by silica gel column chromatography to obtain 1.0 g of meth... Reactants: ClC=1C=C(C(=NC1I)N)[N+](=O)[O-] (5-chloro-6-iodo-3-nitropyridin-2-amine), O (water), [F-].[K+] (KF), O.O.[Sn](Cl)Cl (tin (II) chloride dihydrate). Run in CCO (EtOH). Conditions: temperature 70 celsius, time 0.5 hour. Yields the product ClC=1C=C(C(=NC1I)N)N (5-chloro-6-iodopyridine-2,3-diamine). Reaction SMILES: [Cl:1][C:2]1[CH:3]=[C:4]([N+:10]([O-])=O)[C:5]([NH2:9])=[N:6][C:7]=1[I:8].O.O.[Sn](Cl)Cl.O.[F-].[K+]>CCO>[Cl:1][C:2]1[CH:3]=[C:4]([NH2:10])[C:5]([NH2:9])=[N:6][C:7]=1[I:8] |f:1.2.3,5.6|. Procedure details: To a suspension of 5-chloro-6-iodo-3-nitropyridin-2-amine (18.9 g, 63.1 mmol) in EtOH (100 mL) was added tin (II) chloride dihydrate (57 g, 252 mmol). The mixture was heated at 70° C. for 0.5 h. The r×n was warmed to rt and treated with a slurry of 150 mL water and 60 g KF and stirred for 0.5 h. The mixture was then partitioned between ethyl acetate (300 mL) and water (300 mL). The ethyl acetate layer was washed with brine, dried over magnesium sulfate and filtered through a 100 g pad of silica ... Starting materials: BrC1=C(OC2CCN(CC2)C=2N=CC(=NC2)C=2N=NN(N2)CC(=O)OC(C)(C)C)C=C(C=C1)F (tert-Butyl (5-{5-[4-(2-bromo-5-fluorophenoxy)piperidin-1-yl]pyrazin-2-yl}-2H-tetrazol-2-yl)acetate). The solvent is C(=O)(C(F)(F)F)O (TFA), O (water). Yields the product BrC1=C(OC2CCN(CC2)C=2N=CC(=NC2)C=2N=NN(N2)CC(=O)O)C=C(C=C1)F ((5-{5-[4-(2-bromo-5-fluorophenoxy)piperidin-1-yl]pyrazin-2-yl}-2H-tetrazol-2-yl)acetic acid). Reaction SMILES: [Br:1][C:2]1[CH:33]=[CH:32][C:31]([F:34])=[CH:30][C:3]=1[O:4][CH:5]1[CH2:10][CH2:9][N:8]([C:11]2[N:12]=[CH:13][C:14]([C:17]3[N:18]=[N:19][N:20]([CH2:22][C:23]([O:25]C(C)(C)C)=[O:24])[N:21]=3)=[N:15][CH:16]=2)[CH2:7][CH2:6]1>C(O)(C(F)(F)F)=O.O>[Br:1][C:2]1[CH:33]=[CH:32][C:31]([F:34])=[CH:30][C:3]=1[O:4][CH:5]1[CH2:10][CH2:9][N:8]([C:11]2[N:12]=[CH:13][C:14]([C:17]3[N:18]=[N:19][N:20]([CH2:22][C:23]([OH:25])=[O:24])[N:21]=3)=[N:15][CH:16]=2)[CH2:7][CH2:6]1. Procedure: tert-Butyl (5-{5-[4-(2-bromo-5-fluorophenoxy)piperidin-1-yl]pyrazin-2-yl}-2H-tetrazol-2-yl)acetate (2.50 g, 4.68 mmol) was dissolved in a mixture of TFA (11.3 mL) and water (1.3 mL). After a period of 18 h at room temperature the reaction mixture was evaporated followed by two co-evaporations with toluene. The yellow oil was dissolved in ethyl acetate (12.5 mL) and hexane (37.5 mL) was then added slowly. The resulting solid was filtered to provide (5-{5-[4-(2-bromo-5-fluorophenoxy)piperidin-1-yl...